describe an organic reaction: reactants, conditions, products, and yield From a dataset of the Open Reaction Database (ORD), a public repository of structured organic reaction records. Reactants: Brc1cccc2c3c([nH]c12)C1CCN(CC1)C3, OB(O)C=Cc1ccccc1. The product is C(=Cc1cccc2c3c([nH]c12)C1CCN(CC1)C3)c1ccccc1. As a reaction SMILES: [Br:1][c:2]1[cH:3][cH:4][cH:5][c:6]2[c:7]3[c:8]([nH:9][c:10]12)[CH:11]1[CH2:12][CH2:13][N:14]([CH2:15]3)[CH2:16][CH2:17]1.[c:18]1([CH:24]=[CH:25][B:26]([OH:27])[OH:28])[cH:19][cH:20][cH:21][cH:22][cH:23]1>>[c:2]1([CH:25]=[CH:24][c:18]2[cH:19][cH:20][cH:21][cH:22][cH:23]2)[cH:3][cH:4][cH:5][c:6]2[c:7]3[c:8]([nH:9][c:10]12)[CH:11]1[CH2:12][CH2:13][N:14]([CH2:15]3)[CH2:16][CH2:17]1. Reactants: CO, Cl, [H][H], CCCCc1nc2c(N)nc3ccccc3c2n1CCCCNS(=O)(=O)c1cccc([N+](=O)[O-])c1. Product: Cl, CCCCc1nc2c(N)nc3ccccc3c2n1CCCCNS(=O)(=O)c1cccc(N)c1. RXN SMILES: [CH3:39][OH:40].[ClH:1].[H:37][H:38].[NH2:2][c:3]1[n:4][c:5]2[cH:6][cH:7][cH:8][cH:9][c:10]2[c:11]2[c:12]1[n:13][c:14]([CH2:33][CH2:34][CH2:35][CH3:36])[n:15]2[CH2:16][CH2:17][CH2:18][CH2:19][NH:20][S:21](=[O:22])(=[O:23])[c:24]1[cH:25][c:26]([N+:30]([O-:31])=[O:32])[cH:27][cH:28][cH:29]1>>[ClH:1].[NH2:2][c:3]1[n:4][c:5]2[cH:6][cH:7][cH:8][cH:9][c:10]2[c:11]2[c:12]1[n:13][c:14]([CH2:33][CH2:34][CH2:35][CH3:36])[n:15]2[CH2:16][CH2:17][CH2:18][CH2:19][NH:20][S:21](=[O:22])(=[O:23])[c:24]1[cH:25][c:26]([NH2:30])[cH:27][cH:28][cH:29]1.